From a dataset of the Open Reaction Database (ORD), a public repository of structured organic reaction records. describe an organic reaction: reactants, conditions, products, and yield The reactants are CCOC(=O)c1nn(-c2ccc(OC)cc2)c2c1CCN(c1ccc(-c3ccccc3CNC)cc1)C2=O, CO, NC=O, CN(C)C=O, O. Yields the product CNCc1ccccc1-c1ccc(N2CCc3c(C(N)=O)nn(-c4ccc(OC)cc4)c3C2=O)cc1. RXN SMILES: [CH2:1]([O:3][C:4](=[O:2])[c:6]1[n:7][n:8](-[c:31]2[cH:32][cH:33][c:34]([O:37][CH3:38])[cH:35][cH:36]2)[c:9]2[c:14]1[CH2:13][CH2:12][N:11]([c:15]1[cH:16][cH:17][c:18](-[c:21]3[c:22]([CH2:27][NH:28][CH3:29])[cH:23][cH:24][cH:25][cH:26]3)[cH:19][cH:20]1)[C:10]2=[O:30])[CH3:5].[CH3:48][OH:49].[CH:39](=[O:40])[NH2:41].[O:43]=[CH:44][N:45]([CH3:46])[CH3:47].[OH2:42]>>[O:3]=[C:4]([c:6]1[n:7][n:8](-[c:31]2[cH:32][cH:33][c:34]([O:37][CH3:38])[cH:35][cH:36]2)[c:9]2[c:14]1[CH2:13][CH2:12][N:11]([c:15]1[cH:16][cH:17][c:18](-[c:21]3[c:22]([CH2:27][NH:28][CH3:29])[cH:23][cH:24][cH:25][cH:26]3)[cH:19][cH:20]1)[C:10]2=[O:30])[NH2:41].